Dataset: the Open Reaction Database (ORD), a public repository of structured organic reaction records. Task: describe an organic reaction: reactants, conditions, products, and yield Starting materials: CCOC(=O)C(C)(C)Br, CCO, [H-], [Na+], [Na], Cc1ccc(N=Cc2ccc(O)cc2)cc1. The product is CCOC(=O)C(C)(C)Oc1ccc(C=Nc2ccc(C)cc2)cc1. Reaction SMILES: [Br:20][C:21]([C:22](=[O:23])[O:24][CH2:25][CH3:26])([CH3:27])[CH3:28].[CH3:29][CH2:30][OH:31].[H-:1].[Na+:2].[Na:3].[c:4]1([CH3:19])[cH:5][cH:6][c:7]([N:10]=[CH:11][c:12]2[cH:13][cH:14][c:15]([OH:18])[cH:16][cH:17]2)[cH:8][cH:9]1>>[c:4]1([CH3:19])[cH:5][cH:6][c:7]([N:10]=[CH:11][c:12]2[cH:13][cH:14][c:15]([O:18][C:21]([C:22](=[O:23])[O:24][CH2:25][CH3:26])([CH3:27])[CH3:28])[cH:16][cH:17]2)[cH:8][cH:9]1. Run in C(Cl)Cl (dichloromethane). Reagents/catalysts: c1ccc(cc1)-c2c3ccccc3cc4ccccc24 (9-Phenylanthracene), BINAP, [Rh(nbd)2]+BF4-. Reaction SMILES: [O:1]=[CH:2][c:3]1[c:8]([O:9][C:10]([CH2:12][c:13]2[cH:18][cH:17][cH:16][cH:15][cH:14]2)=[O:11])[cH:7][cH:6][cH:5][cH:4]1>>[O:1]=[C:2]1[c:3]([c:8]2[O:9][CH2:10][CH:12]([c:13]3[cH:18][cH:17][cH:16][cH:15][cH:14]3)[O:11]1)[cH:4][cH:5][cH:6][cH:7]2. Yields the product O=C1OC(COc2ccccc12)c3ccccc3. Conditions: temperature 25 celsius, time 18 hour. Reactants: c1ccc(c(c1)C=O)OC(Cc1ccccc1)=O. The reactants are Cc1ccccc1, CCOC(C)=O, CCN(C(C)C)C(C)C, [Cl-], O=C(Cl)Cl, OCC1(COc2ccnc(Cl)n2)CCC1, ClCCl, CCCCC(N)C(O)C(=O)NC(C)c1ccccc1, [Na+], C1CCOC1. Product: CCCCC(NC(=O)OCC1(COc2ccnc(Cl)n2)CCC1)C(O)C(=O)NC(C)c1ccccc1. RXN SMILES: [CH3:53][c:54]1[cH:55][cH:56][cH:57][cH:58][cH:59]1.[CH3:65][CH2:66][O:67][C:68](=[O:69])[CH3:70].[CH:39]([N:40]([CH2:41][CH3:42])[CH:43]([CH3:44])[CH3:45])([CH3:46])[CH3:47].[Cl-:49].[Cl:16][C:17]([Cl:18])=[O:19].[Cl:1][c:2]1[n:3][cH:4][cH:5][c:6]([O:8][CH2:9][C:10]2([CH2:14][OH:15])[CH2:11][CH2:12][CH2:13]2)[n:7]1.[Cl:50][CH2:51][Cl:52].[NH2:20][CH:21]([CH:22]([C:23](=[O:24])[NH:25][CH:26]([CH3:27])[c:28]1[cH:29][cH:30][cH:31][cH:32][cH:33]1)[OH:34])[CH2:35][CH2:36][CH2:37][CH3:38].[Na+:48].[O:60]1[CH2:61][CH2:62][CH2:63][CH2:64]1>>[Cl:1][c:2]1[n:3][cH:4][cH:5][c:6]([O:8][CH2:9][C:10]2([CH2:14][O:15][C:17](=[O:19])[NH:20][CH:21]([CH:22]([C:23](=[O:24])[NH:25][CH:26]([CH3:27])[c:28]3[cH:29][cH:30][cH:31][cH:32][cH:33]3)[OH:34])[CH2:35][CH2:36][CH2:37][CH3:38])[CH2:11][CH2:12][CH2:13]2)[n:7]1. The reactants are BrC1=C(C=C(C=N1)N1CCN(CC1)C(=O)OC(C)(C)C)Cl (1-(6-bromo-5-chloro-3-pyridyl)-4-tert-butoxycarbonyl-piperazine), C[Sn](C)(C)C (tetramethyltin), C1(=CC=CC=C1)P(C1=CC=CC=C1)C1=CC=CC=C1 (triphenylphosphine), CN(C=O)C (dimethylformamide). The reagents and catalysts are [Pd] (palladium). Solvent: Cl (hydrochloric acid). Conditions: temperature 160 celsius, time 8 hour. Product: N (ammonia), ClC=1C=C(C=NC1C)N1CCN(CC1)C(=O)OC(C)(C)C (1-(5-chloro-6-methyl-3-pyridyl)-4-tert-butoxycarbonyl-piperazine). As a reaction SMILES: Br[C:2]1[N:7]=[CH:6][C:5]([N:8]2[CH2:13][CH2:12][N:11]([C:14]([O:16][C:17]([CH3:20])([CH3:19])[CH3:18])=[O:15])[CH2:10][CH2:9]2)=[CH:4][C:3]=1[Cl:21].[CH3:22][Sn](C)(C)C.C1(P(C2C=CC=CC=2)C2C=CC=CC=2)C=CC=CC=1.CN(C)C=O>Cl.[Pd]>[NH3:7].[Cl:21][C:3]1[CH:4]=[C:5]([N:8]2[CH2:13][CH2:12][N:11]([C:14]([O:16][C:17]([CH3:20])([CH3:19])[CH3:18])=[O:15])[CH2:10][CH2:9]2)[CH:6]=[N:7][C:2]=1[CH3:22]. Procedure: A mixture of 1-(6-bromo-5-chloro-3-pyridyl)-4-tert-butoxycarbonyl-piperazine (2.0 g, 5.3 mmol), tetramethyltin (1.9 g, 10.6 mmol), palladium-di-(triphenylphosphine (0.19 g, 0.26 mmol) and dimethylformamide (2 ml) was stirred at 160° C. in a sealed vessel overnight. The mixture was stirred in conc. hydrochloric acid (30 ml) at reflux for 15 min. The mixture was evaporated. Aqueous sodium hydroxide (50 ml, 1 M) was added and the mixture was extracted with dichloromethane (3×50 ml). Chromatography ...